Dataset: the Open Reaction Database (ORD), a public repository of structured organic reaction records. Task: describe an organic reaction: reactants, conditions, products, and yield As a reaction SMILES: [CH3:1][C:2]1[CH:17]=[CH:16][CH:15]=[C:14]([CH3:18])[C:3]=1[C:4]([O:6][CH2:7][C:8]1[CH:13]=[CH:12][CH:11]=[CH:10][CH:9]=1)=[O:5].S(Cl)([Cl:22])(=O)=O.CC(N=NC(C#N)(C)C)(C#N)C.C([O-])(O)=O.[Na+]>C(Cl)(Cl)(Cl)Cl>[Cl:22][CH2:1][C:2]1[CH:17]=[CH:16][CH:15]=[C:14]([CH3:18])[C:3]=1[C:4]([O:6][CH2:7][C:8]1[CH:13]=[CH:12][CH:11]=[CH:10][CH:9]=1)=[O:5] |f:3.4|. Reported procedure: 12.0 g of benzyl 2,6-dimethylbenzoate are initially charged into 50 ml of carbon tetrachloride admixed at room temperature with 5.4 g of sulfuryl chloride and 40 mg of AIBN. The mixture is stirred at reflux for 4–5 h. Afterwards, it is admixed with 40 ml of saturated NaHCO3 solution. After the phase separation, the organic phase is washed with 50 ml of 10% sodium sulfite solution, and the organic phase is then dried over magnesium sulfate. The product-containing solution is filtered trough silic... Run in C(Cl)(Cl)(Cl)Cl (carbon tetrachloride). The reactants are C(=O)(O)[O-].[Na+] (NaHCO3), S(=O)(=O)(Cl)Cl (sulfuryl chloride), CC(C)(C#N)N=NC(C)(C)C#N (AIBN), CC1=C(C(=O)OCC2=CC=CC=C2)C(=CC=C1)C (benzyl 2,6-dimethylbenzoate). Product: ClCC1=C(C(=O)OCC2=CC=CC=C2)C(=CC=C1)C (benzyl 2-chloromethyl-6-methylbenzoate). Solvent: O (Water). Reaction SMILES: [H-].[Na+].CN(C=O)C.[CH:8]1([OH:12])[CH2:11][CH2:10][CH2:9]1.Cl[C:14]1[CH:15]=[N:16][CH:17]=[CH:18][C:19]=1[C:20]#[N:21]>O>[CH:8]1([O:12][C:14]2[CH:15]=[N:16][CH:17]=[CH:18][C:19]=2[C:20]#[N:21])[CH2:11][CH2:10][CH2:9]1 |f:0.1|. Reactants: ClC=1C=NC=CC1C#N (3-chloro-4-cyanopyridine), [H-].[Na+] (NaH), CN(C)C=O (DMF), C1(CCC1)O (cyclobutanol). Reaction conditions: time 45 minute. Product: C1(CCC1)OC=1C=NC=CC1C#N (3-cyclobutyloxy-4-cyanopyridine). Isolated yield 92.6%. Procedure: A mixture of mineral oil free NaH (0.86 g, 21.4 mmol) and DMF (15 ml) was cooled in an ice-bath and cyclobutanol (1.6 ml, 20.5 mmol) was added in one portion. The mixture was slowly warmed to room temperature and was stirred for 45 minutes. The mixture was once again cooled in an ice-bath and 3-chloro-4-cyanopyridine (2.6 g, 18.6 mmol) was added in one portion. The mixture was warmed to room temperature and was stirred for 3 hours. Water (10 ml) was added and the solvent was removed in vacuo. Wa...